This data is from the Open Reaction Database (ORD), a public repository of structured organic reaction records. The task is: describe an organic reaction: reactants, conditions, products, and yield Starting materials: [H-].[Na+] (sodium hydride), Cl (hydrochloric acid), CS(=O)(=O)C1=CC=CC=C1 (methylphenylsulfone), FC(CCCCCCCCCCCCCCCNC1=CC=C(C(=O)OC)C=C1)(F)F (methyl 4-[15-(trifluoromethyl)pentadecylamino]benzoate). Solvent: O1CCCC1 (tetrahydrofuran), COCCOC (1,2-dimethoxyethane). Yields the product FC(CCCCCCCCCCCCCCCNC1=CC=C(C=C1)C(CS(=O)(=O)C1=CC=CC=C1)=O)(F)F (4'-[15-(Trifluoromethyl)pentadecylamino]-2-(phenylsulfonyl)acetophenone). RXN SMILES: [H-].[Na+].[CH3:3][S:4]([C:7]1[CH:12]=[CH:11][CH:10]=[CH:9][CH:8]=1)(=[O:6])=[O:5].[F:13][C:14]([F:42])([F:41])[CH2:15][CH2:16][CH2:17][CH2:18][CH2:19][CH2:20][CH2:21][CH2:22][CH2:23][CH2:24][CH2:25][CH2:26][CH2:27][CH2:28][CH2:29][NH:30][C:31]1[CH:40]=[CH:39][C:34]([C:35](OC)=[O:36])=[CH:33][CH:32]=1.Cl>O1CCCC1.COCCOC>[F:13][C:14]([F:41])([F:42])[CH2:15][CH2:16][CH2:17][CH2:18][CH2:19][CH2:20][CH2:21][CH2:22][CH2:23][CH2:24][CH2:25][CH2:26][CH2:27][CH2:28][CH2:29][NH:30][C:31]1[CH:40]=[CH:39][C:34]([C:35](=[O:36])[CH2:3][S:4]([C:7]2[CH:12]=[CH:11][CH:10]=[CH:9][CH:8]=2)(=[O:6])=[O:5])=[CH:33][CH:32]=1 |f:0.1|. Procedure: A solution of 864 mg. of sodium hydride and 5.3 g. of methylphenylsulfone in 20 ml. of 1,2-dimethoxyethane is stirred at 60° C. for one hour under an atmosphere of argon. To this solution is then added a solution of 5.0 g. of methyl 4-[15-(trifluoromethyl)pentadecylamino]benzoate and 50 ml. of tetrahydrofuran and the reaction mixture is stirred at 60° C. for 1.5 hours. The mixture is cooled, poured onto ice, acidified with dilute hydrochloric acid to pH 3 and then extracted with chloroform. The ...